From a dataset of the Open Reaction Database (ORD), a public repository of structured organic reaction records. describe an organic reaction: reactants, conditions, products, and yield Reactants: C(C)C1(CC2=CC=CC=C2CC1)C(=O)O (2-ethyl-1,2,3,4-tetrahydro-2-naphthoic acid), S(=O)(Cl)Cl (thionyl chloride). Conditions: time 5 day. The product is C(C)C1(CC2=CC=CC=C2CC1)C(=O)Cl (2-Ethyl-1,2,3,4-tetrahydro-2-naphthoic acid chloride). As a reaction SMILES: [CH2:1]([C:3]1([C:13]([OH:15])=O)[CH2:12][CH2:11][C:10]2[C:5](=[CH:6][CH:7]=[CH:8][CH:9]=2)[CH2:4]1)[CH3:2].S(Cl)([Cl:18])=O>>[CH2:1]([C:3]1([C:13]([Cl:18])=[O:15])[CH2:12][CH2:11][C:10]2[C:5](=[CH:6][CH:7]=[CH:8][CH:9]=2)[CH2:4]1)[CH3:2]. Procedure details: A mixture of 2-ethyl-1,2,3,4-tetrahydro-2-naphthoic acid (22,0 g) and thionyl chloride is boiled for 5 days. The acid chloride is distilled. B.p. 110°-115° C./0.2 mmHg. Yield 21.6 g, 90%. The reactants are CN1C(NC(C1)C(=O)OC(C)(C)C)=O (1,1-dimethylethyl 1-methyl-2-oxo-4-imidazolidinecarboxylate), CI (methyl iodide), [H-].[Na+] (Sodium hydride), 5-(1,1-dimethylethyl)1-(phenylmethyl)3-methyl-2-oxo-1,5-imidazolidinedicarboxylate, O=C1NC[C@H](N1C(=O)OCC1=CC=CC=C1)C(=O)O ((4S)-2-oxo-3-{[(phenylmethyl)oxy]carbonyl}-4-imidazolidinecarboxylic acid). Solvent: CN(C=O)C (N,N-dimethylformamide). Conditions: temperature -10 celsius, time 8 hour. Product: CN1C(N(C(C1)C(=O)OC(C)(C)C)C)=O (1,1-dimethylethyl 1,3-dimethyl-2-oxo-4-imidazolidinecarboxylate). The yield is 79.0%. Reaction SMILES: [CH3:1][N:2]1[CH2:6][CH:5]([C:7]([O:9][C:10]([CH3:13])([CH3:12])[CH3:11])=[O:8])[NH:4][C:3]1=[O:14].O=[C:16]1N(C(OCC2C=CC=CC=2)=O)[C@H](C(O)=O)CN1.CI.[H-].[Na+]>CN(C)C=O>[CH3:1][N:2]1[CH2:6][CH:5]([C:7]([O:9][C:10]([CH3:11])([CH3:13])[CH3:12])=[O:8])[N:4]([CH3:16])[C:3]1=[O:14] |f:3.4|. Reported procedure: A stirred solution of 1,1-dimethylethyl 1-methyl-2-oxo-4-imidazolidinecarboxylate (1.75 g, 8.74 mmol) (prepared as described in step (i) of Example 49 from 5-(1,1-dimethylethyl)1-(phenylmethyl)3-methyl-2-oxo-1,5-imidazolidinedicarboxylate, itself prepared as described in step (ii) of Example 13, starting originally from (4S)-2-oxo-3-{[(phenylmethyl)oxy]carbonyl}-4-imidazolidinecarboxylic acid) in N,N-dimethylformamide (22 ml) was cooled to −10° C. under argon, and then the methyl iodide (2.186 m... The solvent is O1CCOCC1 (1,4-dioxane). Yield: 80.0%. The reagents and catalysts are N(=NC(C#N)(C)C)C(C#N)(C)C (2,2′-azobisisobutyronitrile). As a reaction SMILES: [F:1][C:2]([F:13])([F:12])[C:3]([C:8]([F:11])([F:10])[F:9])([OH:7])[CH2:4][CH:5]=[CH2:6].[C:14]([OH:17])(=[S:16])[CH3:15].CC(N=NC(C#N)(C)C)(C#N)C>N(C(C)(C)C#N)=NC(C)(C)C#N.O1CCOCC1>[C:14]([S:16][CH2:6][CH2:5][CH2:4][C:3]([C:8]([F:9])([F:10])[F:11])([C:2]([F:12])([F:13])[F:1])[OH:7])(=[O:17])[CH3:15]. Reported procedure: Under a nitrogen atmosphere, 20 g of 4,4-bis (trifluoromethyl)-4-hydroxy-1-butene (96.1 mmol), 8.05 g of thioacetic acid (105.7 mmol), 60 g of 1,4-dioxane and 0.79 g of 2,2′-azobisisobutyronitrile (hereinafter abbreviated as AIBN) (4.8 mmol) were put into a flask equipped with a stirring bar, a thermometer and a condenser, and heated with stirring. During the reaction, thioacetic acid and AIBN were appropriately added and after confirming that a substrate was completely consumed, the reaction so... Yields the product C(C)(=O)SCCCC(O)(C(F)(F)F)C(F)(F)F (4-acetylthio-1,1-bis (trifluoromethyl)-1-butanol). Reactants: C(C)(=S)O (thioacetic acid), CC(C)(C#N)N=NC(C)(C)C#N (AIBN), FC(C(CC=C)(O)C(F)(F)F)(F)F (4,4-bis (trifluoromethyl)-4-hydroxy-1-butene), C(C)(=S)O (thioacetic acid), CC(C)(C#N)N=NC(C)(C)C#N (AIBN). Starting materials: Cl (HCl), C(C=1C(C(=O)NN)=CC=CC1)(=O)NN (phthalhydrazide), C(C1=CC=CC=C1)OCC(CCN1C(C=2C(C1=O)=CC=CC2)=O)(F)F (N-(4-benzyloxy-3,3-difluorobutyl)-phthalimide), O.NN (hydrazine hydrate). Solvent: C(C)O (ethanol), C(C)O (ethanol), C(C)O (ethanol). Reaction conditions: time 1.5 hour. The product is C(C1=CC=CC=C1)OC(C(CC)(F)F)N (1-Benzyloxy-2,2-difluorobutylamine). Reaction SMILES: [CH2:1]([O:8][CH2:9][C:10]([F:25])([F:24])[CH2:11][CH2:12]N1C(=O)C2=CC=CC=C2C1=O)[C:2]1[CH:7]=[CH:6][CH:5]=[CH:4][CH:3]=1.O.NN.Cl.C(NN)(=O)C1C(=CC=CC=1)C([NH:35]N)=O>C(O)C>[CH2:1]([O:8][CH:9]([NH2:35])[C:10]([F:25])([F:24])[CH2:11][CH3:12])[C:2]1[CH:7]=[CH:6][CH:5]=[CH:4][CH:3]=1 |f:1.2|. Reported procedure: The compound N-(4-benzyloxy-3,3-difluorobutyl)-phthalimide (68.5 g, 198.6 mmoles) and hydrazine hydrate (10 g, 200 mmoles) are stirred and heated overnight in ethanol (200 mL) at 90°-100° C. A mixture of concentrated HCl (94 mL) and ethanol (1130 mL) is added, and heating (90°-100° C.) is continued for 1.5 hours. After cooling (ice bath), phthalhydrazide is removed by filtration, and the filtrate is evaporated. The residue is taken up in water and extracted with ether (2×500 mL). After filtratio... The reactants are CCOC(=O)c1c(Cl)cc(C(F)(F)F)nc1C(F)(F)F, [N-]=[N+]=[N-], [Na+], CN(C)C=O, O. The product is CCOC(=O)c1c(N=[N+]=[N-])cc(C(F)(F)F)nc1C(F)(F)F. As a reaction SMILES: [F:1][C:2]([c:3]1[n:4][c:5]([C:15]([F:16])([F:17])[F:18])[cH:6][c:7]([Cl:14])[c:8]1[C:9](=[O:10])[O:11][CH2:12][CH3:13])([F:19])[F:20].[N-:22]=[N+:23]=[N-:24].[Na+:21].[O:25]=[CH:26][N:27]([CH3:28])[CH3:29].[OH2:30]>>[F:1][C:2]([c:3]1[n:4][c:5]([C:15]([F:16])([F:17])[F:18])[cH:6][c:7]([N:22]=[N+:23]=[N-:24])[c:8]1[C:9](=[O:10])[O:11][CH2:12][CH3:13])([F:19])[F:20]. Reactants: [H-].[Na+] (sodium hydride), CC1=C(C(=CC(=C1)C)C)O (2,4,6-trimethylphenol), C(C)(C)(C)N1P(OCC1)Cl (3-tert-butyl-2-chloro-1,3,2-oxazaphospholidine). Solvent: C1CCOC1 (THF), C1CCOC1 (THF), C1CCOC1 (THF). The product is C(C)(C)(C)N1P(OCC1)OC1=C(C=C(C=C1C)C)C (3-tert-Butyl-2-(2,4,6-trimethylphenoxy)-1,3,2-oxazaphospholidine). Isolated yield 75.6%. As a reaction SMILES: [H-].[Na+].[CH3:3][C:4]1[CH:9]=[C:8]([CH3:10])[CH:7]=[C:6]([CH3:11])[C:5]=1[OH:12].[C:13]([N:17]1[CH2:21][CH2:20][O:19][P:18]1Cl)([CH3:16])([CH3:15])[CH3:14]>C1COCC1>[C:13]([N:17]1[CH2:21][CH2:20][O:19][P:18]1[O:12][C:5]1[C:6]([CH3:11])=[CH:7][C:8]([CH3:10])=[CH:9][C:4]=1[CH3:3])([CH3:16])([CH3:15])[CH3:14] |f:0.1|. Procedure: The procedure of Example 1 is repeated using 4.4 g (0.11 mol) of sodium hydride with 45 ml of THF, 13.62 g (0.10 mol) of 2,4,6-trimethylphenol in 150 ml of THF and 18.16 g (0.10 mol) of 3-tert-butyl-2-chloro-1,3,2-oxazaphospholidine in 150 ml of THF to give a (75.6%) of colorless liquid: bp. 99°-103° C. (0.01 mm Hg). Reactants: C(C1=CC=CC=C1)(=O)N (benzamide), BrCC(=O)C1=CC=C(C=C1)[N+](=O)[O-] (2-bromo-1-(4-nitrophenyl)ethanone). Run in CN1CCCC1=O (NMP), CN1CCCC1=O (NMP). Conditions: temperature 135 celsius, time 30 minute. Yields the product [N+](=O)([O-])C1=CC=C(C=C1)C=1N=C(OC1)C1=CC=CC=C1 (4-(4-nitrophenyl)-2-phenyloxazole). Reaction SMILES: [C:1]([NH2:9])(=[O:8])[C:2]1[CH:7]=[CH:6][CH:5]=[CH:4][CH:3]=1.Br[CH2:11][C:12]([C:14]1[CH:19]=[CH:18][C:17]([N+:20]([O-:22])=[O:21])=[CH:16][CH:15]=1)=O>CN1C(=O)CCC1>[N+:20]([C:17]1[CH:18]=[CH:19][C:14]([C:12]2[N:9]=[C:1]([C:2]3[CH:7]=[CH:6][CH:5]=[CH:4][CH:3]=3)[O:8][CH:11]=2)=[CH:15][CH:16]=1)([O-:22])=[O:21]. Procedure: a mixture of benzamide (3.7 g, 31 mmol), 2-bromo-1-(4-nitrophenyl)ethanone (5.00 g, 20 mmol) and 2.5 mL NMP heated in a 135° C. oil bath. After 30 minutes a precipitate developed. Another 2 mL of NMP was added to dissolve the precipitate. The reaction was heated for a total of 2 hours then removed from the oil bath. The reaction mixture solidified upon cooling. 30-40 mL acetonitrile was added to the solid and the resulting mixture was heated to 90° C. The resulting solution was removed from the ... Starting materials: CCCCS(=O)(=O)Cl, Nc1ccc(I)cc1, c1ccncc1. The product is CCCCS(=O)(=O)Nc1ccc(I)cc1. RXN SMILES: [CH2:1]([CH2:2][CH2:3][CH3:4])[S:5](=[O:6])(=[O:7])[Cl:8].[I:9][c:10]1[cH:11][cH:12][c:13]([NH2:16])[cH:14][cH:15]1.[cH:17]1[cH:18][cH:19][n:20][cH:21][cH:22]1>>[CH2:1]([CH2:2][CH2:3][CH3:4])[S:5](=[O:6])(=[O:7])[NH:16][c:13]1[cH:12][cH:11][c:10]([I:9])[cH:15][cH:14]1. The reactants are ClC1=NC=2N([C@@H](C(N(C2C=N1)C=1C=C(C#N)C=CC1)=O)CO)C1CCCC1 (3-[(7R)-2-chloro-8-cyclopentyl-7-(hydroxymethyl)-6-oxo-7,8-dihydropteridin-5(6H)-yl]benzonitrile), C(C)N(CC)S(F)(F)F (diethylaminosulfur trifluoride). The solvent is C(Cl)Cl (DCM). Run at time 18 hour. Product: ClC1=NC=2N([C@@H](C(N(C2C=N1)C=1C=C(C#N)C=CC1)=O)CF)C1CCCC1 (3-[(7S)-2-chloro-8-cyclopentyl-7-(fluoromethyl)-6-oxo-7,8-dihydropteridin-5(6H)-yl]benzonitrile). The yield is 25.9%. Reaction SMILES: [Cl:1][C:2]1[N:11]=[CH:10][C:9]2[N:8]([C:12]3[CH:13]=[C:14]([CH:17]=[CH:18][CH:19]=3)[C:15]#[N:16])[C:7](=[O:20])[C@@H:6]([CH2:21]O)[N:5]([CH:23]3[CH2:27][CH2:26][CH2:25][CH2:24]3)[C:4]=2[N:3]=1.C(N(S(F)(F)[F:34])CC)C>C(Cl)Cl>[Cl:1][C:2]1[N:11]=[CH:10][C:9]2[N:8]([C:12]3[CH:13]=[C:14]([CH:17]=[CH:18][CH:19]=3)[C:15]#[N:16])[C:7](=[O:20])[C@@H:6]([CH2:21][F:34])[N:5]([CH:23]3[CH2:27][CH2:26][CH2:25][CH2:24]3)[C:4]=2[N:3]=1. Procedure: To a stirred solution of 3-[(7R)-2-chloro-8-cyclopentyl-7-(hydroxymethyl)-6-oxo-7,8-dihydropteridin-5(6H)-yl]benzonitrile (94 mg, 0.24 mmol) in anhydrous DCM (3 mL) was added diethylaminosulfur trifluoride (39 μL, 0.29 mmol) at −78° C. under nitrogen. The mixture was allowed to warm to rt and stirred for 18 h. The mixture was then cooled to 0° C. and quenched by saturated aqueous NaHCO3 solution. The mixture was extracted with DCM (30 mL×2) and the combined organic layers were dried over Na2SO4,... The reactants are COC1=C(C=CC(=C1)C)C=1NC(NN1)=S (5-(2-methoxy-4-methylphenyl)-2H-1,2,4-triazole-3(4H)-thione), ClCC1=NC=C(C=C1)C (2-(chloromethyl)-5-methylpyridine). Product: COC1=C(C=CC(=C1)C)C1=NC(=NN1)SCC1=NC=C(C=C1)C (2-((5-(2-methoxy-4-methylphenyl)-1H-1,2,4-triazol-3-ylthio)methyl)-5-methylpyridine). Yield: 14.0%. Reaction SMILES: [CH3:1][O:2][C:3]1[CH:8]=[C:7]([CH3:9])[CH:6]=[CH:5][C:4]=1[C:10]1[NH:11][C:12](=[S:15])[NH:13][N:14]=1.Cl[CH2:17][C:18]1[CH:23]=[CH:22][C:21]([CH3:24])=[CH:20][N:19]=1>>[CH3:1][O:2][C:3]1[CH:8]=[C:7]([CH3:9])[CH:6]=[CH:5][C:4]=1[C:10]1[NH:14][N:13]=[C:12]([S:15][CH2:17][C:18]2[CH:23]=[CH:22][C:21]([CH3:24])=[CH:20][N:19]=2)[N:11]=1. Procedure details: Prepared in a similar manner to example 1 using 5-(2-methoxy-4-methylphenyl)-2H-1,2,4-triazole-3(4H)-thione (example 1a) and 2-(chloromethyl)-5-methylpyridine (example 2a). Yield 14%. 1H NMR (500 MHz, CDCl3): δ2.29 (s, 3H), 2.41 (s, 3H), 4.00 (s, 3H), 4.51 (s, 2H), 6.75 (s, 1H), 6.90 (s, 1H), 7.40 (s, 1H), 8.1 (d, 1H), 8.4 (s, 1H), 11.5-11.7 (bs, 1H). MS(M+H, 327.1).